Dataset: the Open Reaction Database (ORD), a public repository of structured organic reaction records. Task: describe an organic reaction: reactants, conditions, products, and yield The reactants are Cl.N1[C@H](C(=O)N2CCCC2)CSC1 (1-L-thioprolylpyrrolidine hydrochloride), C1[C@H](CCC2=CC=CC=C12)CC(=O)O ((S)-(-)-1,2,3,4-tetrahydronaphthalen-2-ylacetic acid), Cl.N1[C@H](C(=O)N2CSCC2)CSC1 (3-L-thioprolylthiazolidine hydrochloride), C1C(CC2=CC=CC=C12)CCC(=O)O (3-(indan-2-yl)propionic acid). The product is C1[C@H](CCC2=CC=CC=C12)CC(=O)C1[C@H](NCS1)C(=O)N1CSCC1 (3-{3-[(S)-(-)-1,2,3,4-tetrahydronaphthalen-2-ylacetyl]-L-thioprolyl}thiazolidine). The yield is 38.0%. RXN SMILES: [CH2:1]1[C:10]2[C:5](=[CH:6][CH:7]=[CH:8][CH:9]=2)[CH2:4][CH2:3][C@@H:2]1[CH2:11][C:12]([OH:14])=O.Cl.[NH:16]1[CH2:27][S:26][CH2:25][C@H:17]1[C:18]([N:20]1[CH2:24][CH2:23][S:22][CH2:21]1)=[O:19].C1C2C(=CC=CC=2)CC1CCC(O)=O.Cl.N1CSC[C@H]1C(N1CCCC1)=O>>[CH2:1]1[C:10]2[C:5](=[CH:6][CH:7]=[CH:8][CH:9]=2)[CH2:4][CH2:3][C@@H:2]1[CH2:11][C:12]([CH:25]1[S:26][CH2:27][NH:16][C@@H:17]1[C:18]([N:20]1[CH2:24][CH2:23][S:22][CH2:21]1)=[O:19])=[O:14] |f:1.2,4.5|. Reported procedure: Colorless crystals of 3-{3-[(S)-(-)-1,2,3,4-tetrahydronaphthalen-2-ylacetyl]-L-thioprolyl}thiazolidine were prepared in the same manner as in Example 25, except that (S)-(-)-1,2,3,4-tetrahydronaphthalen-2-ylacetic acid and 3-L-thioprolylthiazolidine hydrochloride were used instead of 3-(indan-2-yl)propionic acid and 1-L-thioprolylpyrrolidine hydrochloride, respectively (yield: 38%). Reactants: Brc1ccc(Br)cc1, O=C1CCC1, [Li]CCCC, [Cl-], [NH4+], O. Yields the product OC1(c2ccc(Br)cc2)CCC1. As a reaction SMILES: [Br:1][c:2]1[cH:3][cH:4][c:5]([Br:6])[cH:7][cH:8]1.[C:14]1(=[O:18])[CH2:15][CH2:16][CH2:17]1.[CH3:9][CH2:10][CH2:11][CH2:12][Li:13].[Cl-:19].[NH4+:20].[OH2:21]>>[c:2]1([C:14]2([OH:18])[CH2:15][CH2:16][CH2:17]2)[cH:3][cH:4][c:5]([Br:6])[cH:7][cH:8]1. The reactants are ClN1C(CCC1=O)=O (N-chloro-succinimide), C(C)(C)(C)[Si](O[C@@H]1C(\C(\C[C@@H](C1)O[Si](C1=CC=CC=C1)(C1=CC=CC=C1)C(C)(C)C)=C/CO)=C)(C1=CC=CC=C1)C1=CC=CC=C1 ((Z)-(3S,5S)-2-[3,5-bis-(tert-butyl-diphenyl-silanyloxy)-2-methylene-cyclohexylidene]-ethanol), C(Cl)Cl (CH2Cl2), CSC (dimethyl sulfide), C(Cl)Cl (CH2Cl2). Conditions: time 30 minute. Product: ClC\C=C\1/C([C@H](C[C@H](C1)O[Si](C1=CC=CC=C1)(C1=CC=CC=C1)C(C)(C)C)O[Si](C1=CC=CC=C1)(C1=CC=CC=C1)C(C)(C)C)=C ((Z)-(3S,5S)-1-(2-chloro-ethylidene)-3,5-bis-(tert-butyl-diphenyl-silanyloxy)-2-methylene-cyclohexane). As a reaction SMILES: ClN1C(=O)CCC1=O.CSC.[C:12]([Si:16]([C:52]1[CH:57]=[CH:56][CH:55]=[CH:54][CH:53]=1)([C:46]1[CH:51]=[CH:50][CH:49]=[CH:48][CH:47]=1)[O:17][C@H:18]1[CH2:23][C@@H:22]([O:24][Si:25]([C:38]([CH3:41])([CH3:40])[CH3:39])([C:32]2[CH:37]=[CH:36][CH:35]=[CH:34][CH:33]=2)[C:26]2[CH:31]=[CH:30][CH:29]=[CH:28][CH:27]=2)[CH2:21]/[C:20](=[CH:42]/CO)/[C:19]1=[CH2:45])([CH3:15])([CH3:14])[CH3:13].[CH2:58]([Cl:60])Cl>>[Cl:60][CH2:58]/[CH:42]=[C:20]1\[C:19](=[CH2:45])[C@@H:18]([O:17][Si:16]([C:12]([CH3:15])([CH3:14])[CH3:13])([C:52]2[CH:53]=[CH:54][CH:55]=[CH:56][CH:57]=2)[C:46]2[CH:51]=[CH:50][CH:49]=[CH:48][CH:47]=2)[CH2:23][C@@H:22]([O:24][Si:25]([C:38]([CH3:41])([CH3:40])[CH3:39])([C:26]2[CH:31]=[CH:30][CH:29]=[CH:28][CH:27]=2)[C:32]2[CH:37]=[CH:36][CH:35]=[CH:34][CH:33]=2)[CH2:21]\1. Procedure details: 1.31 g (9.81 mmol) of N-chloro-succinimide in 34 ml of abs. CH2Cl2 was treated at -10° with 749 μl (10.2 mmol) of dimethyl sulfide. 15 Minutes later, 2.95 g (4.559 mmol) of (Z)-(3S,5S)-2-[3,5-bis-(tert-butyl-diphenyl-silanyloxy)-2-methylene-cyclohexylidene]-ethanol, dissolved in 10 ml of CH2Cl2, was slowly added to the resultant white suspension at the same temperature and then stirred for additional 30 minutes at RT. The reaction mixture was then poured onto crushed ice, extracted with ether, w... Starting materials: C(C)(=O)NC=1C(=C2CCCC(C2=CC1)=O)[N+](=O)[O-] (6-Acetamido-5-nitro-1-tetralone), [OH-].[NH4+] (ammonium hydroxide). Solvent: Cl (hydrochloric acid). Yields the product NC=1C(=C2CCCC(C2=CC1)=O)[N+](=O)[O-] (6-Amino-5-nitro-1-tetralone). As a reaction SMILES: C([NH:4][C:5]1[C:6]([N+:16]([O-:18])=[O:17])=[C:7]2[C:12](=[CH:13][CH:14]=1)[C:11](=[O:15])[CH2:10][CH2:9][CH2:8]2)(=O)C.[OH-].[NH4+]>Cl>[NH2:4][C:5]1[C:6]([N+:16]([O-:18])=[O:17])=[C:7]2[C:12](=[CH:13][CH:14]=1)[C:11](=[O:15])[CH2:10][CH2:9][CH2:8]2 |f:1.2|. Procedure details: The product from Example 81 (1 g) was treated with 6N hydrochloric acid (30 ml) at reflux for 2 hours and the reaction cooled then basified with ammonium hydroxide. The desired product was filtered, washed and dried. The reactants are BrC1=CC=CC=2N=C(SC21)Cl (7-Bromo-2-chlorobenzothiazole), CN (methylamine). Run at temperature 60 celsius. The product is BrC1=CC=CC=2N=C(SC21)NC (7-bromo-N-methyl-1,3-benzothiazol-2-amine). Yield: 67.7%. As a reaction SMILES: [Br:1][C:2]1[C:10]2[S:9][C:8](Cl)=[N:7][C:6]=2[CH:5]=[CH:4][CH:3]=1.[CH3:12][NH2:13]>>[Br:1][C:2]1[C:10]2[S:9][C:8]([NH:13][CH3:12])=[N:7][C:6]=2[CH:5]=[CH:4][CH:3]=1. Reported procedure: 7-Bromo-2-chlorobenzothiazole (85 mg, 0.34 mmol) and methylamine (2 M in THF, 3 mL, 6 mmol) were mixed and heated to 60° C. overnight. The solvent was evaporated. The residue was purified by ISCO chromatography (0 to 30% EtOAc:heptane) to afford 56 mg (67%) of the title compound. MS (ESI): 243.30, 245.26 [M+H]+; HPLC tR=1.09 min (HPLC: Anayltical—2 min). Reactants: BrC=1C=NC=2N(C1)N=C(C2)C(=O)O (6-bromo-pyrazolo[1,5-a]pyrimidine-2-carboxylic acid), FC=1C=C2CCNC(C2=CC1F)C (6,7-difluoro-1-methyl-1,2,3,4-tetrahydro-isoquinoline). The product is BrC=1C=NC=2N(C1)N=C(C2)C(=O)N2C(C1=CC(=C(C=C1CC2)F)F)C ((6-Bromo-pyrazolo[1,5-a]pyrimidin-2-yl)-(6,7-difluoro-1-methyl-3,4-dihydro-1H-isoquinolin-2-yl)-methanone). As a reaction SMILES: [Br:1][C:2]1[CH:3]=[N:4][C:5]2[N:6]([N:8]=[C:9]([C:11]([OH:13])=O)[CH:10]=2)[CH:7]=1.[F:14][C:15]1[CH:16]=[C:17]2[C:22](=[CH:23][C:24]=1[F:25])[CH:21]([CH3:26])[NH:20][CH2:19][CH2:18]2>>[Br:1][C:2]1[CH:3]=[N:4][C:5]2[N:6]([N:8]=[C:9]([C:11]([N:20]3[CH2:19][CH2:18][C:17]4[C:22](=[CH:23][C:24]([F:25])=[C:15]([F:14])[CH:16]=4)[CH:21]3[CH3:26])=[O:13])[CH:10]=2)[CH:7]=1. Reported procedure: In close analogy to the procedure described in Example 1, 6-bromo-pyrazolo[1,5-a]pyrimidine-2-carboxylic acid is reacted with 6,7-difluoro-1-methyl-1,2,3,4-tetrahydro-isoquinoline to provide the title compound in moderate yield. The reactants are ClCCCl, COC(=O)c1cc(C(=O)O)cc(N2CCCC2=O)c1, CCCNC, CN(C)C=O, On1nnc2ccccc21. The product is CCCN(C)C(=O)c1cc(C(=O)OC)cc(N2CCCC2=O)c1. As a reaction SMILES: [CH2:35]([Cl:36])[CH2:37][Cl:38].[CH3:1][O:2][C:3]([c:4]1[cH:5][c:6]([C:7](=[O:8])[OH:9])[cH:10][c:11]([N:13]2[C:14](=[O:18])[CH2:15][CH2:16][CH2:17]2)[cH:12]1)=[O:19].[CH3:20][NH:21][CH2:22][CH2:23][CH3:24].[O:39]=[CH:40][N:41]([CH3:42])[CH3:43].[OH:25][n:26]1[c:27]2[c:28]([cH:29][cH:30][cH:31][cH:32]2)[n:33][n:34]1>>[CH3:1][O:2][C:3]([c:4]1[cH:5][c:6]([C:7](=[O:9])[N:21]([CH3:20])[CH2:22][CH2:23][CH3:24])[cH:10][c:11]([N:13]2[C:14](=[O:18])[CH2:15][CH2:16][CH2:17]2)[cH:12]1)=[O:19]. The reactants are N[C@@H]1C[C@@H](CCC1)C(=O)OCC ((1R,3S)-ethyl 3-aminocyclohexanecarboxylate), ClC1=NC=C(C(=N1)Cl)F (2,4-dichloro-5-fluoropyrimidine), C(C)(C)N(CC)C(C)C (diisopropylethylamine). Run in C1CCOC1 (THF). The product is ClC1=NC=C(C(=N1)N[C@@H]1C[C@@H](CCC1)C(=O)OCC)F ((1R,3S)-ethyl 3-(2-chloro-5-fluoropyrimidin-4-ylamino)cyclohexane-carboxylate). As a reaction SMILES: [NH2:1][C@H:2]1[CH2:7][CH2:6][CH2:5][C@@H:4]([C:8]([O:10][CH2:11][CH3:12])=[O:9])[CH2:3]1.[Cl:13][C:14]1[N:19]=[C:18](Cl)[C:17]([F:21])=[CH:16][N:15]=1.C(N(C(C)C)CC)(C)C>C1COCC1>[Cl:13][C:14]1[N:19]=[C:18]([NH:1][C@H:2]2[CH2:7][CH2:6][CH2:5][C@@H:4]([C:8]([O:10][CH2:11][CH3:12])=[O:9])[CH2:3]2)[C:17]([F:21])=[CH:16][N:15]=1. Reported procedure: To a solution of (1R,3S)-ethyl 3-aminocyclohexanecarboxylate, 18, (5.1 g, 24.1 mmol) and 2,4-dichloro-5-fluoropyrimidine (6.0 g, 36.0 mmol) in THF (60 mL) was added diisopropylethylamine (9.6 mL, 55.4 mmol). The mixture was heated to reflux overnight. The reaction was cooled to room temperature and concentrated in vacuo. The residue was diluted with water and extracted twice with ethyl acetate. The combined organic phases were dried (MgSO4), filtered and concentrated in vacuo. The residue was pu... Reactants: COC(=O)C1=CC2=C(SC(=C2)C(=O)OC(C)(C)C)C=C1 (benzo[b]thiophene-2,5-dicarboxylic acid 2-tert-butyl ester 5-methyl ester), C(=O)(C(F)(F)F)O (TFA). The solvent is C(Cl)Cl (CH2Cl2). Run at time 4 day. Product: COC(=O)C1=CC2=C(SC(=C2)C(=O)O)C=C1 (benzo[b]thiophene-2,5-dicarboxylic acid 5-methyl ester). Reaction SMILES: [CH3:1][O:2][C:3]([C:5]1[CH:20]=[CH:19][C:8]2[S:9][C:10]([C:12]([O:14]C(C)(C)C)=[O:13])=[CH:11][C:7]=2[CH:6]=1)=[O:4].C(O)(C(F)(F)F)=O>C(Cl)Cl>[CH3:1][O:2][C:3]([C:5]1[CH:20]=[CH:19][C:8]2[S:9][C:10]([C:12]([OH:14])=[O:13])=[CH:11][C:7]=2[CH:6]=1)=[O:4]. Reported procedure: A solution of benzo[b]thiophene-2,5-dicarboxylic acid 2-tert-butyl ester 5-methyl ester (3.018 g, 10.32 mmol) and TFA (20 mL) in CH2Cl2 (50 mL) was allowed to stir at rt for four days. The reaction mixture was concentrated and dried under high vacuum to give benzo[b]thiophene-2,5-dicarboxylic acid 5-methyl ester as a pale solid. MS (EI): cal'd 237.0 (MH+), exp 237.1 (MH+).